From a dataset of the Open Reaction Database (ORD), a public repository of structured organic reaction records. describe an organic reaction: reactants, conditions, products, and yield Starting materials: C(=O)(C=1NC=CN1)C=1NC=CN1 (carbonyl diimidazole), C(C)C(CCC1=CC=C(C=C1)C(=O)OCC)O (ethyl 3-(4-carboethoxyphenyl)propanol), C(C=C)Br (allyl bromide). Solvent: C(C)#N (acetonitrile). Product: C(C)C(CCBr)C1=CC=C(C=C1)C(=O)OCC (ethyl 3-(4-carboethoxyphenyl)propyl bromide). Isolated yield 80.1%. Reaction SMILES: C([CH:3](O)[CH2:4][CH2:5][C:6]1[CH:11]=[CH:10][C:9]([C:12]([O:14][CH2:15][CH3:16])=[O:13])=[CH:8][CH:7]=1)C.C(C1N[CH:27]=[CH:28]N=1)(C1NC=CN=1)=O.C([Br:33])C=C>C(#N)C>[CH2:27]([CH:5]([C:6]1[CH:7]=[CH:8][C:9]([C:12]([O:14][CH2:15][CH3:16])=[O:13])=[CH:10][CH:11]=1)[CH2:4][CH2:3][Br:33])[CH3:28]. Reported procedure: The ethyl 3-(4-carboethoxyphenyl)propanol (1.00 g, 4.80 mmol) was dissolved in 8 ml of dry acetonitrile under nitrogen and treated with carbonyl diimidazole (1.01 g, 6.24 mmol). After ten minutes, allyl bromide (1.66 ml, 19.2 mmol) was added and the reaction was refluxed for 5 hours. After cooling, the mixture was evaporated, slurried in water and extracted twice with 5:1 pentane/diethyl ether solution. The organic extracts were washed with water and then brine, dried over MgSO4 and concentrated...